Dataset: the Open Reaction Database (ORD), a public repository of structured organic reaction records. Task: describe an organic reaction: reactants, conditions, products, and yield Reactants: C1CCOC1, [H-], O=[N+]([O-])c1ccc(Cl)cc1[N+](=O)[O-], [Na+], OCCCCc1ccccc1. Yields the product O=[N+]([O-])c1ccc(OCCCCc2ccccc2)cc1[N+](=O)[O-]. As a reaction SMILES: [CH2:27]1[O:28][CH2:29][CH2:30][CH2:31]1.[H-:12].[N+:14](=[O:15])([O-:16])[c:17]1[cH:18][c:19]([Cl:26])[cH:20][cH:21][c:22]1[N+:23](=[O:24])[O-:25].[Na+:13].[c:1]1([CH2:7][CH2:8][CH2:9][CH2:10][OH:11])[cH:2][cH:3][cH:4][cH:5][cH:6]1>>[c:1]1([CH2:7][CH2:8][CH2:9][CH2:10][O:11][c:19]2[cH:18][c:17]([N+:14](=[O:15])[O-:16])[c:22]([N+:23](=[O:24])[O-:25])[cH:21][cH:20]2)[cH:2][cH:3][cH:4][cH:5][cH:6]1. The reactants are C=CC1=CC=CC=C1 (styrene), C=CC1=CC=CC=C1 (styrene), C=CC=C (butadiene), 25, C1(\C=C/C(=O)O1)=O (maleic anhydride), CC(=C)CC(C)(C)C (diisobutylene), C(C1=CC=CC=C1)(=O)OOC(C1=CC=CC=C1)=O (benzoyl peroxide). The solvent is C(C)C(=O)C (methyl ethyl ketone), CO (methanol), C(C)C(=O)C (methyl ethyl ketone). Reaction conditions: temperature 157 celsius. The product is 50, C=CC1=CC=CC=C1 (styrene), C1(\C=C/C(=O)O1)=O (maleic anhydride), CC(=C)CC(C)(C)C (diisobutylene), C=CC=C.C=CC1=CC=CC=C1 (styrene-butadiene). RXN SMILES: [CH2:1]=[CH:2][C:3]1[CH:8]=[CH:7][CH:6]=[CH:5][CH:4]=1.[CH2:9]=[CH:10][CH:11]=[CH2:12].[C:13]1(=[O:19])[O:18][C:16](=[O:17])[CH:15]=[CH:14]1.[CH3:20][C:21]([CH2:23][C:24]([CH3:27])([CH3:26])[CH3:25])=[CH2:22].C(OOC(=O)C1C=CC=CC=1)(=O)C1C=CC=CC=1>CO.C(C(C)=O)C>[CH2:1]=[CH:2][C:3]1[CH:8]=[CH:7][CH:6]=[CH:5][CH:4]=1.[C:16]1(=[O:17])[O:18][C:13](=[O:19])[CH:14]=[CH:15]1.[CH3:22][C:21]([CH2:23][C:24]([CH3:27])([CH3:26])[CH3:25])=[CH2:20].[CH2:9]=[CH:10][CH:11]=[CH2:12].[CH2:1]=[CH:2][C:3]1[CH:8]=[CH:7][CH:6]=[CH:5][CH:4]=1 |f:10.11|. Procedure details: An interpolymer of 50 parts of styrene, 25 parts of maleic anhydride, 25 parts of diisobutylene and 15 parts of a styrene-butadiene (25:75) rubber was prepared in accordance with the present invention in the following manner. A polymerization reactor was charged with 50 parts of styrene, 15 parts of a 25:75 parts by weight copolymer of styrene:butadiene rubber and 75 parts of methyl ethyl ketone. The reactor contents were stirred under a nitrogen atmosphere and brought to 82° C., at which point ... The reactants are CN(C(N(C)C)=O)C (tetramethylurea), C(C(=O)Cl)(=O)Cl (oxalyl chloride). The solvent is ClCCCl (1,2-dichloroethane). Conditions: time 15 minute. The product is [Cl-].CN(C(=[N+](C)C)Cl)C (N,N,N',N'-tetramethylchloroformamidinium chloride). As a reaction SMILES: [CH3:1][N:2]([CH3:8])[C:3](=O)[N:4]([CH3:6])[CH3:5].C(Cl)(=O)C([Cl:12])=O>ClCCCl>[Cl-:12].[CH3:1][N:2]([CH3:8])[C:3]([Cl:12])=[N+:4]([CH3:6])[CH3:5] |f:3.4|. Reported procedure: 49.4 g of tetramethylurea were dissolved in 400 ml of 1,2-dichloroethane and 30.0 g of oxalyl chloride were added dropwise to the solution at room temperature over a period of 15 minutes. The resulting solution was stirred at room temperature for 15 minutes and further stirred in an oil bath at 65° C. for 2 hrs. The reaction mixture was concentrated under reduced pressure to 200 ml and allowed to cool, upon which crystals separated out. The crystals were obtained by filtration, washed with ether... Reactants: O.O.Cl[Sn]Cl (SnCl2.2H2O), CC1=C(C(=NO1)C(=O)C1=C(C=CC=C1F)F)[N+](=O)[O-] ((5-methyl-4-nitroisoxazol-3-yl)-2,6-difluorophenylmethanone), [OH-].[Na+] (sodium hydroxide). Solvent: Cl (hydrochloric acid), O1CCCC1 (THF), O1CCCC1 (tetrahydrofuran). Run at time 3 hour. Yields the product NC=1C(=NOC1C)C(=O)C1=C(C=CC=C1F)F ((4-Amino-5-methylisoxazol-3-yl)-2,6-difluorophenylmethanone). Reaction SMILES: [CH3:1][C:2]1[O:6][N:5]=[C:4]([C:7]([C:9]2[C:14]([F:15])=[CH:13][CH:12]=[CH:11][C:10]=2[F:16])=[O:8])[C:3]=1[N+:17]([O-])=O.O.O.Cl[Sn]Cl.[OH-].[Na+]>O1CCCC1.Cl>[NH2:17][C:3]1[C:4]([C:7]([C:9]2[C:10]([F:16])=[CH:11][CH:12]=[CH:13][C:14]=2[F:15])=[O:8])=[N:5][O:6][C:2]=1[CH3:1] |f:1.2.3,4.5|. Procedure details: A solution of (5-methyl-4-nitroisoxazol-3-yl)-2,6-difluorophenylmethanone of Example XIIIb (82.6 g, 308 mmoles) in tetrahydrofuran (THF) (200 ml) was added to a mixture of SnCl2.2H2O (210 g, 938 mmoles) in concentrated hydrochloric acid (400 ml) and THF (400 ml) at 15° C. The reaction mixture was stirred at room temperature for 3 hours and poured into a mixture of 50% sodium hydroxide (700 g) and ice with stirring. The organic phase was separated and the aqueous was extracted with ethyl acetate.... Starting materials: pentafluorophenyl ester, N([C@H](CCCNC(=O)OCC1=CC=CC=C1)C(=O)OC1=C(F)C(F)=C(F)C(F)=C1F)C(=O)OC(C)(C)C (Boc-D-Orn(Z)-OPfp), N[C@@H](CC1=CC=CC=C1)C(=O)N[C@H](C)C(=O)O (H-Phe-D-Ala-OH). The solvent is O (water), O1CCOCC1 (dioxane). Yields the product N([C@H](CCCNC(=O)OCC1=CC=CC=C1)C(=O)N[C@@H](CC1=CC=CC=C1)C(=O)N[C@H](C)C(=O)O)C(=O)OC(C)(C)C (Boc-D-Orn(Z)-Phe-D-Ala-OH). As a reaction SMILES: [NH:1]([C:31]([O:33][C:34]([CH3:37])([CH3:36])[CH3:35])=[O:32])[C@@H:2]([C:17]([O:19]C1C(F)=C(F)C(F)=C(F)C=1F)=O)[CH2:3][CH2:4][CH2:5][NH:6][C:7]([O:9][CH2:10][C:11]1[CH:16]=[CH:15][CH:14]=[CH:13][CH:12]=1)=[O:8].[NH2:38][C@H:39]([C:47]([NH:49][C@@H:50]([C:52]([OH:54])=[O:53])[CH3:51])=[O:48])[CH2:40][C:41]1[CH:46]=[CH:45][CH:44]=[CH:43][CH:42]=1>O1CCOCC1.O>[NH:1]([C:31]([O:33][C:34]([CH3:35])([CH3:36])[CH3:37])=[O:32])[C@@H:2]([C:17]([NH:38][C@H:39]([C:47]([NH:49][C@@H:50]([C:52]([OH:54])=[O:53])[CH3:51])=[O:48])[CH2:40][C:41]1[CH:46]=[CH:45][CH:44]=[CH:43][CH:42]=1)=[O:19])[CH2:3][CH2:4][CH2:5][NH:6][C:7]([O:9][CH2:10][C:11]1[CH:12]=[CH:13][CH:14]=[CH:15][CH:16]=1)=[O:8]. Procedure: 8.0 g (15.0 mmol) of pentafluorophenyl ester of Boc-D-Orn(Z)-OPfp was dissolved in 15 ml dioxane. To this was added with mixing 4.3 g (17.7 mmol) H-Phe-D-Ala-OH dissolved in water with pH 8.5. The reaction mixture was stirred for a day and a night at room temperature. The solvents were evaporated under vacuum, 70 ml ethyl acetate was added, and the mixture was acidified to pH 2-3 by the addition of 2% sulfuric acid solution. The peptide was extracted twice with 70 ml ethyl acetate, washed with s... The reactants are Cc1cc(Br)c(C=O)s1, [Na], O=S(O)c1ccccc1. Yields the product Cc1cc(S(=O)(=O)c2ccccc2)c(C=O)s1. Reaction SMILES: [Br:1][c:2]1[c:3]([CH:8]=[O:9])[s:4][c:5]([CH3:7])[cH:6]1.[Na:10].[c:11]1([S:17](=[O:18])[OH:19])[cH:12][cH:13][cH:14][cH:15][cH:16]1>>[c:2]1([S:17]([c:11]2[cH:12][cH:13][cH:14][cH:15][cH:16]2)(=[O:18])=[O:19])[c:3]([CH:8]=[O:9])[s:4][c:5]([CH3:7])[cH:6]1. RXN SMILES: [CH3:38][CH2:39][N:40]=[C:41]=[N:42][CH2:43][CH2:44][CH2:45][N:46]([CH3:47])[CH3:48].[CH:19]([N:20]([CH2:21][CH3:22])[CH:23]([CH3:24])[CH3:25])([CH3:26])[CH3:27].[ClH:49].[ClH:50].[N+:51](=[O:52])([O-:53])[c:54]1[c:55]([O:56][CH:57]2[CH2:58][CH2:59][NH:60][CH2:61][CH2:62]2)[cH:63][cH:64][cH:65][cH:66]1.[O:67]=[CH:68][N:69]([CH3:70])[CH3:71].[OH2:72].[OH:28][n:29]1[c:30]2[c:31]([cH:32][cH:33][cH:34][cH:35]2)[n:36][n:37]1.[c:1]1(-[c:7]2[cH:8][c:9]([C:12](=[O:13])[NH:14][CH2:15][C:16](=[O:17])[OH:18])[n:10][nH:11]2)[cH:2][cH:3][cH:4][cH:5][cH:6]1>>[c:1]1(-[c:7]2[cH:8][c:9]([C:12](=[O:13])[NH:14][CH2:15][C:16](=[O:18])[N:60]3[CH2:59][CH2:58][CH:57]([O:56][c:55]4[c:54]([N+:51](=[O:52])[O-:53])[cH:66][cH:65][cH:64][cH:63]4)[CH2:62][CH2:61]3)[n:10][nH:11]2)[cH:2][cH:3][cH:4][cH:5][cH:6]1. Product: O=C(NCC(=O)N1CCC(Oc2ccccc2[N+](=O)[O-])CC1)c1cc(-c2ccccc2)[nH]n1. The reactants are CCN=C=NCCCN(C)C, CCN(C(C)C)C(C)C, Cl, Cl, O=[N+]([O-])c1ccccc1OC1CCNCC1, CN(C)C=O, O, On1nnc2ccccc21, O=C(O)CNC(=O)c1cc(-c2ccccc2)[nH]n1.